This data is from the Open Reaction Database (ORD), a public repository of structured organic reaction records. The task is: describe an organic reaction: reactants, conditions, products, and yield The reactants are CC(=O)c1ccc(CCBr)cc1, Clc1ccc(N2CCNCC2)cc1. The product is CC(=O)c1ccc(CCN2CCN(c3ccc(Cl)cc3)CC2)cc1. As a reaction SMILES: [Br:14][CH2:15][CH2:16][c:17]1[cH:18][cH:19][c:20]([C:23]([CH3:24])=[O:25])[cH:21][cH:22]1.[Cl:1][c:2]1[cH:3][cH:4][c:5]([N:8]2[CH2:9][CH2:10][NH:11][CH2:12][CH2:13]2)[cH:6][cH:7]1>>[Cl:1][c:2]1[cH:3][cH:4][c:5]([N:8]2[CH2:9][CH2:10][N:11]([CH2:15][CH2:16][c:17]3[cH:18][cH:19][c:20]([C:23]([CH3:24])=[O:25])[cH:21][cH:22]3)[CH2:12][CH2:13]2)[cH:6][cH:7]1. Reactants: COC1=CC=C(CS[C@H]2C[C@H](N(C2)C(=O)OCC2=CC=C(C=C2)[N+](=O)[O-])C(=O)O)C=C1 ((2S, 4S)-4-(4-methoxybenzylthio)-1-(4-nitrobenzyloxycarbonyl)-2-pyrrolidine carboxylic acid), Cl.Cl.NC1CNC1 (3-aminoazetidine dihydrochloride), C(C)(C)N(CC)C(C)C (diisopropylethylamine), N,N'-carbonyldiimidazole. Solvent: C(C)#N (acetonitrile), CO (methanol). Reaction conditions: temperature 40 celsius, time 1 hour. The product is NC1CN(C1)C(=O)[C@H]1N(C[C@H](C1)SCC1=CC=C(C=C1)OC)C(=O)OCC1=CC=C(C=C1)[N+](=O)[O-] ((2S, 4S)-2-(3-Aminoazetidin-1-ylcarbonyl)-4-(4-methoxybenzylthio)-1-(4-nitrobenzyloxycarbonyl)pyrrolidine). The yield is 111.4%. Reaction SMILES: [CH3:1][O:2][C:3]1[CH:31]=[CH:30][C:6]([CH2:7][S:8][C@@H:9]2[CH2:13][N:12]([C:14]([O:16][CH2:17][C:18]3[CH:23]=[CH:22][C:21]([N+:24]([O-:26])=[O:25])=[CH:20][CH:19]=3)=[O:15])[C@H:11]([C:27](O)=[O:28])[CH2:10]2)=[CH:5][CH:4]=1.Cl.Cl.[NH2:34][CH:35]1[CH2:38][NH:37][CH2:36]1.C(N(C(C)C)CC)(C)C>C(#N)C.CO>[NH2:34][CH:35]1[CH2:38][N:37]([C:27]([C@@H:11]2[CH2:10][C@H:9]([S:8][CH2:7][C:6]3[CH:5]=[CH:4][C:3]([O:2][CH3:1])=[CH:31][CH:30]=3)[CH2:13][N:12]2[C:14]([O:16][CH2:17][C:18]2[CH:19]=[CH:20][C:21]([N+:24]([O-:26])=[O:25])=[CH:22][CH:23]=2)=[O:15])=[O:28])[CH2:36]1 |f:1.2.3|. Procedure: 2.05 g of (2S, 4S)-4-(4-methoxybenzylthio)-1-(4-nitrobenzyloxycarbonyl)-2-pyrrolidine carboxylic acid were dissolved in 20 ml of dry acetonitrile, and 0.78 g of N,N'-carbonyldiimidazole was added to the resulting solution, after which the mixture was stirred at 40° C. for 1 hour. The resulting mixture was then added dropwise to a solution of 1.00 g of 3-aminoazetidine dihydrochloride and 2.40 ml of diisopropylethylamine in 10 ml of methanol, whilst ice-cooling, and the mixture was stirred at the... Reactants: C[O-].[Na+] (sodium methoxide), COC=1C=C2C(=CC(=NC2=CC1)Cl)C (6-methoxy-4-methyl-2-chloroquinoline), CO (methanol), C[O-].[Na+] (sodium methoxide). Solvent: O (water). Run at temperature 60 celsius, time 24 hour. Product: COC1=NC2=CC=C(C=C2C(=C1)C)OC (2,6-Dimethoxy-4-methylquinoline). As a reaction SMILES: [CH3:1][O:2][C:3]1[CH:4]=[C:5]2[C:10](=[CH:11][CH:12]=1)[N:9]=[C:8](Cl)[CH:7]=[C:6]2[CH3:14].[CH3:15][OH:16].C[O-].[Na+]>O>[CH3:15][O:16][C:8]1[CH:7]=[C:6]([CH3:14])[C:5]2[C:10](=[CH:11][CH:12]=[C:3]([O:2][CH3:1])[CH:4]=2)[N:9]=1 |f:2.3|. Reported procedure: A 1-liter, four-necked round bottom flask equipped with a mechanical stirrer, condenser, thermowatch and addition funnel was charged with 6-methoxy-4-methyl-2-chloroquinoline (3) (20.75 g, 0.1 moles) and methanol (250 ml). Methanolic sodium methoxide (25%, 108 g, 0.5 moles) was added over 15 minutes. The resulting mixture was heated to reflux and held for 24 hours. Additional methanolic sodium methoxide was added (25%, 42 g, 0.2 moles) and the reaction was refluxed an additional 21 hours. The mi... The reactants are Cl (hydrochloric acid), N1=CC=C(C=C1)C1=C2CC(NC2=CC=C1)=O (4-pyridin-4-yl-1,3-dihydro-indol-2-one). Reagents/catalysts: [Pt](=O)=O (platinum(IV) oxide). Run in CO (methanol), O (water), C(C)(=O)O (acetic acid). Reaction conditions: time 3 day. The product is N1CCC(CC1)C1=C2CC(NC2=CC=C1)=O (4-piperidin-4-yl-1,3-dihydro-indol-2-one). Yield: 95.2%. RXN SMILES: [N:1]1[CH:6]=[CH:5][C:4]([C:7]2[CH:15]=[CH:14][CH:13]=[C:12]3[C:8]=2[CH2:9][C:10](=[O:16])[NH:11]3)=[CH:3][CH:2]=1.Cl>CO.O.C(O)(=O)C.[Pt](=O)=O>[NH:1]1[CH2:2][CH2:3][CH:4]([C:7]2[CH:15]=[CH:14][CH:13]=[C:12]3[C:8]=2[CH2:9][C:10](=[O:16])[NH:11]3)[CH2:5][CH2:6]1. Reported procedure: A suspension of 4-pyridin-4-yl-1,3-dihydro-indol-2-one (4.28 g, 20.4 mmol, prepared according to WO2002055517) in methanol (160 ml), water (70 mL) and acetic acid (30 mL) was added 37% hydrochloric acid (2 mL) and platinum(IV) oxide (360 mg). The system was hydrogenated for three days. The reaction mixture was filtered through Celite, washed with methanol. The filtrate was evaporated and dried under reduced pressure. The residue was dissolved in methanol (500 mL) and neutralized with hydroxide f... Reactants: Cl.C(C)(C)C=1C=C(C=CC1)[C@H](C)N ((S)-1-(3-isopropylphenyl)ethanamine hydrochloride), ClC1=C(C=C(CN2C(=C(C3=CC(=CC=C23)C(=O)O)C)C)C=C1)O[C@@H](C(=O)OC)C(C)C ((R)-1-(4-chloro-3-((1-methoxy-3-methyl-1-oxobutan-2-yl)oxy)benzyl)-2,3-dimethyl-1H-indole-5-carboxylic acid). The product is ClC1=C(O[C@@H](C(=O)OC)C(C)C)C=C(C=C1)CN1C(=C(C2=CC(=CC=C12)C(N[C@@H](C)C1=CC(=CC=C1)C(C)C)=O)C)C ((R)-Methyl 2-(2-chloro-5-((5-(((S)-1-(3-isopropylphenyl)ethyl)carbamoyl)-2,3-dimethyl-1H-indol-1-yl)methyl)phenoxy)-3-methylbutanoate). RXN SMILES: Cl.[CH:2]([C:5]1[CH:6]=[C:7]([C@@H:11]([NH2:13])[CH3:12])[CH:8]=[CH:9][CH:10]=1)([CH3:4])[CH3:3].[Cl:14][C:15]1[CH:35]=[CH:34][C:18]([CH2:19][N:20]2[C:28]3[C:23](=[CH:24][C:25]([C:29](O)=[O:30])=[CH:26][CH:27]=3)[C:22]([CH3:32])=[C:21]2[CH3:33])=[CH:17][C:16]=1[O:36][C@H:37]([CH:42]([CH3:44])[CH3:43])[C:38]([O:40][CH3:41])=[O:39]>>[Cl:14][C:15]1[CH:35]=[CH:34][C:18]([CH2:19][N:20]2[C:28]3[C:23](=[CH:24][C:25]([C:29](=[O:30])[NH:13][C@H:11]([C:7]4[CH:8]=[CH:9][CH:10]=[C:5]([CH:2]([CH3:4])[CH3:3])[CH:6]=4)[CH3:12])=[CH:26][CH:27]=3)[C:22]([CH3:32])=[C:21]2[CH3:33])=[CH:17][C:16]=1[O:36][C@H:37]([CH:42]([CH3:43])[CH3:44])[C:38]([O:40][CH3:41])=[O:39] |f:0.1|. Reported procedure: The title compound was prepared following the same protocol as described in Step 5, Example 36, using the (S)-1-(3-isopropylphenyl)ethanamine hydrochloride instead of the (S)-1-(3-cyclopropylphenyl)ethanamine hydrochloride and the (R)-1-(4-chloro-3-((1-methoxy-3-methyl-1-oxobutan-2-yl)oxy)benzyl)-2,3-dimethyl-1H-indole-5-carboxylic acid instead of the 1-(4-(2-methoxy-2-oxoethoxy)benzyl)-2,3-dimethyl-1H-indole-5-carboxylic acid. The reactants are C(C)N1N=C(C(=C1)C1=C2C(=NC=C1)N(C(=C2)C2=CC=C(C=O)C=C2)S(=O)(=O)C2=CC=CC=C2)C2=CC=C(C=C2)[N+](=O)[O-] (4-[4-[1-ethyl-3-(4-nitrophenyl)-1H-pyrazol-4-yl]-1-(phenylsulfonyl)-1H-pyrrolo[2,3-b]pyridin-2-yl]benzaldehyde), N1CCCC1 (pyrrolidine), C(C)(=O)O[BH-](OC(C)=O)OC(C)=O.[Na+] (sodium triacetoxyborohydride). Run in O1CCCC1 (tetrahydrofuran). Conditions: time 1 hour. Yields the product C(C)N1N=C(C(=C1)C1=C2C(=NC=C1)N(C(=C2)C2=CC=C(C=C2)CN2CCCC2)S(=O)(=O)C2=CC=CC=C2)C2=CC=C(C=C2)[N+](=O)[O-] (4-[1-ethyl-3-(4-nitrophenyl)-1H-pyrazol-4-yl]-1-(phenylsulfonyl)-2-[4-(1-pyrrolidinylmethyl)phenyl]-1H-pyrrolo[2,3-b]pyridine). Isolated yield 93.0%. As a reaction SMILES: [CH2:1]([N:3]1[CH:7]=[C:6]([C:8]2[CH:13]=[CH:12][N:11]=[C:10]3[N:14]([S:25]([C:28]4[CH:33]=[CH:32][CH:31]=[CH:30][CH:29]=4)(=[O:27])=[O:26])[C:15]([C:17]4[CH:24]=[CH:23][C:20]([CH:21]=O)=[CH:19][CH:18]=4)=[CH:16][C:9]=23)[C:5]([C:34]2[CH:39]=[CH:38][C:37]([N+:40]([O-:42])=[O:41])=[CH:36][CH:35]=2)=[N:4]1)[CH3:2].[NH:43]1[CH2:47][CH2:46][CH2:45][CH2:44]1.C(O[BH-](OC(=O)C)OC(=O)C)(=O)C.[Na+]>O1CCCC1>[CH2:1]([N:3]1[CH:7]=[C:6]([C:8]2[CH:13]=[CH:12][N:11]=[C:10]3[N:14]([S:25]([C:28]4[CH:29]=[CH:30][CH:31]=[CH:32][CH:33]=4)(=[O:27])=[O:26])[C:15]([C:17]4[CH:18]=[CH:19][C:20]([CH2:21][N:43]5[CH2:47][CH2:46][CH2:45][CH2:44]5)=[CH:23][CH:24]=4)=[CH:16][C:9]=23)[C:5]([C:34]2[CH:35]=[CH:36][C:37]([N+:40]([O-:42])=[O:41])=[CH:38][CH:39]=2)=[N:4]1)[CH3:2] |f:2.3|. Procedure details: To a solution of 4-[4-[1-ethyl-3-(4-nitrophenyl)-1H-pyrazol-4-yl]-1-(phenylsulfonyl)-1H-pyrrolo[2,3-b]pyridin-2-yl]benzaldehyde (0.52 mmol) in tetrahydrofuran (5 mL) was added pyrrolidine (2.08 mmol) followed by sodium triacetoxyborohydride (2.08 mmol). After 1 h, the reaction mixture was quenched with water (5 mL) and diluted with ethyl acetate (5 mL). The aqueous layer was extracted with ethyl acetate (4×10 mL) and the combined extracts were dried over sodium sulfate, filtered, and concentrate... Reactants: Cl (Hydrochloric acid), [N+](=O)([O-])C=1C=C(C=CC1)S(=O)(=O)N1C=C(C=C1C1=CC=CC=C1)C=O (1-[(3-Nitrophenyl)sulfonyl]-5-phenyl-1H-pyrrole-3-carbaldehyde), CO.CN (methylamine methanol), [BH4-].[Na+] (Sodium borohydride), C(O)([O-])=O.[Na+] (sodium hydrogencarbonate). The solvent is CO (methanol). Conditions: time 30 minute. Product: Cl.CNCC1=CN(C(=C1)C1=CC=CC=C1)S(=O)(=O)C1=CC(=CC=C1)[N+](=O)[O-] (N-Methyl-1-{1-[(3-nitrophenyl)sulfonyl]-5-phenyl-1H-pyrrol-3-yl}methanamine hydrochloride). Reaction SMILES: [N+:1]([C:4]1[CH:5]=[C:6]([S:10]([N:13]2[C:17]([C:18]3[CH:23]=[CH:22][CH:21]=[CH:20][CH:19]=3)=[CH:16][C:15]([CH:24]=O)=[CH:14]2)(=[O:12])=[O:11])[CH:7]=[CH:8][CH:9]=1)([O-:3])=[O:2].CO.[CH3:28][NH2:29].[BH4-].[Na+].[ClH:32].C(=O)([O-])O.[Na+]>CO>[ClH:32].[CH3:28][NH:29][CH2:24][C:15]1[CH:16]=[C:17]([C:18]2[CH:23]=[CH:22][CH:21]=[CH:20][CH:19]=2)[N:13]([S:10]([C:6]2[CH:7]=[CH:8][CH:9]=[C:4]([N+:1]([O-:3])=[O:2])[CH:5]=2)(=[O:12])=[O:11])[CH:14]=1 |f:1.2,3.4,6.7,9.10|. Reported procedure: 1-[(3-Nitrophenyl)sulfonyl]-5-phenyl-1H-pyrrole-3-carbaldehyde (750 mg) was dissolved in methanol (50 mL), 40% methylamine methanol solution (1.64 g) was added at room temperature, and the mixture was stirred for 30 min. Sodium borohydride (240 mg) was added at room temperature, and the mixture was stirred for 10 min. 1 mol/L Hydrochloric acid (100 mL) was added, and the mixture was stirred for 5 min. The reaction mixture was alkalized with a saturated aqueous sodium hydrogencarbonate solution a...